From a dataset of the Open Reaction Database (ORD), a public repository of structured organic reaction records. describe an organic reaction: reactants, conditions, products, and yield The reactants are [BH3-]C#N.[Na+] (NaBH3CN), NCCNC1=C2N=CN(C2=NC(=N1)Cl)C1CCCC1 (N-(2-aminoethyl)-2-chloro-9-cyclopentyl-9H-purin-6-amine), CO (methanol), ClC=1C=C(C=O)C=CC1Cl (3,4-dichloro-benzaldehyde). Solvent: C(C)(=O)O (acetic acid). Conditions: time 30 minute. Yields the product ClC1=NC(=C2N=CN(C2=N1)C1CCCC1)NCCNCC1=CC(=C(C=C1)Cl)Cl (2-chloro-9-cyclopentyl-N-[2-[[(3,4-dichlorophenyl)-methyl]-amino]-ethyl]-9H-purin-6-amine). RXN SMILES: [NH2:1][CH2:2][CH2:3][NH:4][C:5]1[N:13]=[C:12]([Cl:14])[N:11]=[C:10]2[C:6]=1[N:7]=[CH:8][N:9]2[CH:15]1[CH2:19][CH2:18][CH2:17][CH2:16]1.CO.[Cl:22][C:23]1[CH:24]=[C:25]([CH:28]=[CH:29][C:30]=1[Cl:31])[CH:26]=O.[BH3-]C#N.[Na+]>C(O)(=O)C>[Cl:14][C:12]1[N:11]=[C:10]2[C:6]([N:7]=[CH:8][N:9]2[CH:15]2[CH2:19][CH2:18][CH2:17][CH2:16]2)=[C:5]([NH:4][CH2:3][CH2:2][NH:1][CH2:26][C:25]2[CH:28]=[CH:29][C:30]([Cl:31])=[C:23]([Cl:22])[CH:24]=2)[N:13]=1 |f:3.4|. Procedure: 281 mg of the product obtained in Stage 1 of Example 7, 4 ml of methanol, 0.2 ml of 3,4-dichloro-benzaldehyde and 0.2 ml of acetic acid are mixed together and the reaction medium is agitated for 2 hours and 30 minutes, 0.1 g of NaBH3CN is added and agitation is carried out at ambient temperature for 1 hour. After evaporating the solvent, the residue is chromatographed on silica eluting with CH2Cl2/methanol/ammonium hydroxide (95/0.5/0.33) and 278.4 mg of expected product is obtained.